The task is: describe an organic reaction: reactants, conditions, products, and yield. This data is from the Open Reaction Database (ORD), a public repository of structured organic reaction records. Reactants: BrCC1(OC2=C(C1)C(=C(C(=C2C)C)N)C)C (2-bromomethyl-2,3-dihydro-2,4,6,7-tetramethyl-5-benzofuranamine), C1(C=2C(C(N1)=O)=CC=CC2)=O.[K] (potassium phthalimide). The solvent is CN(C(C)=O)C (N,N-dimethylacetamide), O (water). Product: NC=1C(=C(C2=C(CC(O2)(C)CN2C(C3=CC=CC=C3C2=O)=O)C1C)C)C (2-[(5-Amino-2,3-dihydro-2,4,6,7-tetramethylbenzofuran-2-yl)methyl]-2H-isoindole-1,3-dione). Yield: 56.8%. As a reaction SMILES: Br[CH2:2][C:3]1([CH3:16])[CH2:7][C:6]2[C:8]([CH3:15])=[C:9]([NH2:14])[C:10]([CH3:13])=[C:11]([CH3:12])[C:5]=2[O:4]1.[C:17]1(=[O:27])[NH:21][C:20](=[O:22])[C:19]2=[CH:23][CH:24]=[CH:25][CH:26]=[C:18]12.[K]>CN(C)C(=O)C.O>[NH2:14][C:9]1[C:10]([CH3:13])=[C:11]([CH3:12])[C:5]2[O:4][C:3]([CH2:2][N:21]3[C:17](=[O:27])[C:18]4[C:19](=[CH:23][CH:24]=[CH:25][CH:26]=4)[C:20]3=[O:22])([CH3:16])[CH2:7][C:6]=2[C:8]=1[CH3:15] |f:1.2,^1:27|. Procedure: A suspension of 2-bromomethyl-2,3-dihydro-2,4,6,7-tetramethyl-5-benzofuranamine (2.0 g) and potassium phthalimide (2.2 g) in N,N-dimethylacetamide (20 mL) was refluxed under nitrogen gas for 3 hours. This reaction mixture was diluted with water and extracted with 2 portions of ethyl acetate. The pooled organic layer was washed with water and saturated aqueous NaCl, dried over MgSO4, filtered, and concentrated under reduced pressure. The residue was crystallized from ethyl acetate/diisopropyl eth... Reactants: BrBr (bromine), N (ammonia), Br (HBr), FC1=C(N)C=CC=C1 (2-fluoroaniline), [S-]C#N.[NH4+] (ammonium thiocyanate). Run in C(C)(=O)O (acetic acid), C(C)(=O)O (acetic acid). Run at temperature 0 celsius, time 1 hour. The product is NC1=C(C=C(C=C1)SC#N)F (4-amino-3-fluorobenzenesulfenyl cyanide). Yield: 82.5%. RXN SMILES: [F:1][C:2]1[CH:8]=[CH:7][CH:6]=[CH:5][C:3]=1[NH2:4].[S-:9][C:10]#[N:11].[NH4+].BrBr.N.Br>C(O)(=O)C>[NH2:4][C:3]1[CH:5]=[CH:6][C:7]([S:9][C:10]#[N:11])=[CH:8][C:2]=1[F:1] |f:1.2|. Procedure: To a solution of 22.2 g of 2-fluoroaniline in 100 mL of acetic acid is added 32 g of ammonium thiocyanate. The flask is immersed in an ice bath and the mixture stirred during the dropwise addition of 32 g of bromine in 40 mL of acetic acid. After the addition, which takes ca 40 min., the mixture is stirred for 1 h at 0° C. and them dumped into 700 mL of rapidly stirred icewater. Conc. aqueous ammonia is added to neutralize HBr and bring the pH of the mixture to 4.0. The resulting yellow solid is... The reactants are [N+](=O)([O-])C1=C(N)C=CC(=C1)OC (2-nitro-4-methoxyaniline), O=[As]O[As]=O (arsenic trioxide), [OH-].[Na+] (sodium hydroxide). Solvent: O (water). The product is COC1=CC(=C(C=C1)O)[N+](=O)[O-] (4-Methoxy-2-nitrophenol). As a reaction SMILES: [N+:1]([C:4]1[CH:10]=[C:9]([O:11][CH3:12])[CH:8]=[CH:7][C:5]=1N)([O-:3])=[O:2].[O:13]=[As]O[As]=O.[OH-].[Na+]>O>[CH3:12][O:11][C:9]1[CH:8]=[CH:7][C:5]([OH:13])=[C:4]([N+:1]([O-:3])=[O:2])[CH:10]=1 |f:2.3|. Procedure details: 4-Methoxy-2-nitrophenol (9A) was prepared by treating 2-nitro-4-methoxyaniline with arsenic trioxide and sodium hydroxide in water. Isolated yield 65.1%. Solvent: C(C)O (ethanol), O (water). Starting materials: ClC=1C(=NC=C(C1)[N+](=O)[O-])OCC(F)(F)F (3-chloro-5-nitro-2-(2,2,2-trifluoro-ethoxy)-pyridine), Cl (hydrochloric acid). The product is ClC=1C(=NC=C(C1)N)OCC(F)(F)F (3-chloro-5-amino-2-(2,2,2-trifluoro-ethoxy)-pyridine). Reagents/catalysts: [Fe] (iron). Procedure: 3-Chloro-5-nitro-2-(2,2,2-trifluoroethoxy)-pyridine (5.39 g) obtained in Step A was reduced with iron (13.6 g) and concentrated hydrochloric acid (0.73 ml) in ethanol (6.5 ml) and water (1 ml) at 80° C. for 1 hour. Filtration over Celite® and evaporation of the solvent followed by chromatography on silica gel (eluent: cyclohexane/ethyl acetate 9:1) afforded 3-chloro-5-amino-2-(2,2,2-trifluoro-ethoxy)-pyridine (3.1 g). RXN SMILES: [Cl:1][C:2]1[C:3]([O:11][CH2:12][C:13]([F:16])([F:15])[F:14])=[N:4][CH:5]=[C:6]([N+:8]([O-])=O)[CH:7]=1.Cl>C(O)C.O.[Fe]>[Cl:1][C:2]1[C:3]([O:11][CH2:12][C:13]([F:15])([F:16])[F:14])=[N:4][CH:5]=[C:6]([NH2:8])[CH:7]=1. Reactants: OC=1C=2C=CN=CC2C(C(C1C(=O)NCC(=O)OC(C)(C)C)=O)(C)C (tert-butyl 2-(5-hydroxy-8,8-dimethyl-7-oxo-7,8-dihydroisoquinoline-6-carboxamido)acetate). Run in C(=O)(C(F)(F)F)O (TFA), O (water). Conditions: time 1 hour. Yields the product OC=1C=2C=CN=CC2C(C(C1C(=O)NCC(=O)O)=O)(C)C (2-(5-hydroxy-8,8-dimethyl-7-oxo-7,8-dihydroisoquinoline-6-carboxamido)acetic acid). Isolated yield 103.4%. RXN SMILES: [OH:1][C:2]1[C:3]2[CH:4]=[CH:5][N:6]=[CH:7][C:8]=2[C:9]([CH3:25])([CH3:24])[C:10](=[O:23])[C:11]=1[C:12]([NH:14][CH2:15][C:16]([O:18]C(C)(C)C)=[O:17])=[O:13]>C(O)(C(F)(F)F)=O.O>[OH:1][C:2]1[C:3]2[CH:4]=[CH:5][N:6]=[CH:7][C:8]=2[C:9]([CH3:25])([CH3:24])[C:10](=[O:23])[C:11]=1[C:12]([NH:14][CH2:15][C:16]([OH:18])=[O:17])=[O:13]. Procedure: A mixture of tert-butyl 2-(5-hydroxy-8,8-dimethyl-7-oxo-7,8-dihydroisoquinoline-6-carboxamido)acetate (0.02 g, 0.06 mmol) in 2 mL TFA was stirred at room temperature for 1 hour, M+1=291. The mixture was diluted with 10 mL water. The solution was concentrated and dried to give 0.018 g of the product as a pale yellow solid. MS m/e: (M+H)+ 291. RXN SMILES: [CH3:1][O:2][C:3]1[CH:40]=[CH:39][C:6]([CH2:7][N:8]([CH2:30][C:31]2[CH:36]=[CH:35][C:34]([O:37][CH3:38])=[CH:33][CH:32]=2)[C:9]2[N:14]=[CH:13][C:12]([C:15]3[C:16]4[CH2:29][CH2:28][NH:27][C:17]=4[N:18]=[C:19]([N:21]4[CH2:26][CH2:25][O:24][CH2:23][CH2:22]4)[N:20]=3)=[CH:11][N:10]=2)=[CH:5][CH:4]=1.Br[C:42]1[CH:43]=[C:44]([CH:56]=[CH:57][C:58]=1[CH3:59])[C:45]([NH:47][CH2:48][CH2:49][C:50]1[CH:51]=[N:52][CH:53]=[CH:54][CH:55]=1)=[O:46]>>[CH3:38][O:37][C:34]1[CH:33]=[CH:32][C:31]([CH2:30][N:8]([CH2:7][C:6]2[CH:5]=[CH:4][C:3]([O:2][CH3:1])=[CH:40][CH:39]=2)[C:9]2[N:10]=[CH:11][C:12]([C:15]3[C:16]4[CH2:29][CH2:28][N:27]([C:57]5[CH:56]=[C:44]([CH:43]=[CH:42][C:58]=5[CH3:59])[C:45]([NH:47][CH2:48][CH2:49][C:50]5[CH:51]=[N:52][CH:53]=[CH:54][CH:55]=5)=[O:46])[C:17]=4[N:18]=[C:19]([N:21]4[CH2:26][CH2:25][O:24][CH2:23][CH2:22]4)[N:20]=3)=[CH:13][N:14]=2)=[CH:36][CH:35]=1. Product: COC1=CC=C(CN(C2=NC=C(C=N2)C=2C3=C(N=C(N2)N2CCOCC2)N(CC3)C=3C=C(C(=O)NCCC=2C=NC=CC2)C=CC3C)CC3=CC=C(C=C3)OC)C=C1 (3-(4-{2-[bis-(4-methoxy-benzyl)-amino]-pyrimidin-5-yl}-2-morpholin-4-yl-5,6-dihydro-pyrrolo[2,3-d]pyrimidin-7-yl)-4-methyl-N-(2-pyridin-3-yl-ethyl)-benzamide). The reactants are COC1=CC=C(CN(C2=NC=C(C=N2)C=2C3=C(N=C(N2)N2CCOCC2)NCC3)CC3=CC=C(C=C3)OC)C=C1 (bis-(4-methoxy-benzyl)-[5-(2-morpholin-4-yl-6,7-dihydro-5H-pyrrolo[2,3-d]pyrimidin-4-yl)-pyrimidin-2-yl]-amine), BrC=1C=C(C(=O)NCCC=2C=NC=CC2)C=CC1C (3-bromo-4-methyl-N-(2-pyridin-3-yl-ethyl)-benzamide). Procedure: Using bis-(4-methoxy-benzyl)-[5-(2-morpholin-4-yl-6,7-dihydro-5H-pyrrolo[2,3-d]pyrimidin-4-yl)-pyrimidin-2-yl]-amine (70 mg) and 3-bromo-4-methyl-N-(2-pyridin-3-yl-ethyl)-benzamide (62 mg) instead of 4-chloropicolinic acid t-butylamide, in the same manner as Example 1-D-07, a crude product of 3-(4-{2-[bis-(4-methoxy-benzyl)-amino]-pyrimidin-5-yl}-2-morpholin-4-yl-5,6-dihydro-pyrrolo[2,3-d]pyrimidin-7-yl)-4-methyl-N-(2-pyridin-3-yl-ethyl)-benzamide was obtained, and then the PMB groups were remov... The reactants are C(C)(=O)OC=1C(=CC2=C(CC(O2)(CCCCC)CCCCC)C1C(C)(C)C)C(C)(C)C (5-acetoxy-4,6-di-tert-butyl-2,2-dipentyl-2,3-dihydrobenzofuran), Cl (hydrochloric acid), [H-].[Al+3].[Li+].[H-].[H-].[H-] (lithium aluminum hydride), saturated aqueous solution, [Cl-].[NH4+] (ammonium chloride). Run in C(C)(C)(C)OC (methyl t-butyl ether), C(C)(C)(C)OC (methyl t-butyl ether). Conditions: temperature 30 celsius, time 4.5 hour. The product is C(C)(C)(C)C1=C(C(=CC2=C1CC(O2)(CCCCC)CCCCC)C(C)(C)C)O (4,6-di-tert-butyl-5-hydroxy-2,2-dipentyl-2,3-dihydrobenzofuran). Yield: 75.2%. RXN SMILES: [H-].[Al+3].[Li+].[H-].[H-].[H-].C([O:10][C:11]1[C:12]([C:34]([CH3:37])([CH3:36])[CH3:35])=[CH:13][C:14]2[O:18][C:17]([CH2:24][CH2:25][CH2:26][CH2:27][CH3:28])([CH2:19][CH2:20][CH2:21][CH2:22][CH3:23])[CH2:16][C:15]=2[C:29]=1[C:30]([CH3:33])([CH3:32])[CH3:31])(=O)C.[Cl-].[NH4+].Cl>C(OC)(C)(C)C>[C:30]([C:29]1[C:15]2[CH2:16][C:17]([CH2:19][CH2:20][CH2:21][CH2:22][CH3:23])([CH2:24][CH2:25][CH2:26][CH2:27][CH3:28])[O:18][C:14]=2[CH:13]=[C:12]([C:34]([CH3:35])([CH3:37])[CH3:36])[C:11]=1[OH:10])([CH3:31])([CH3:33])[CH3:32] |f:0.1.2.3.4.5,7.8|. Procedure details: In an argon atmosphere, 0.27 kg of lithium aluminum hydride was added to 18 L of methyl t-butyl ether and the mixture was heated under reflux for 0.5 hours. The solution was cooled to 30° C. and a solution of 2.8 kg of 5-acetoxy-4,6-di-tert-butyl-2,2-dipentyl-2,3-dihydrobenzofuran in 5 L of methyl t-butyl ether was added dropwise; thereafter, the mixture was stirred for 4.5 hours at 50° C. in an argon atmosphere. The solution was cooled to 10° C. and 1.4 L of a saturated aqueous solution of ammo...